Dataset: the Open Reaction Database (ORD), a public repository of structured organic reaction records. Task: describe an organic reaction: reactants, conditions, products, and yield Reactants: CC(C)(C)OC(=O)NCC(=O)O, Cc1c(N)cccc1Cl, CN(C)C=O. The product is Cc1c(Cl)cccc1NC(=O)CNC(=O)OC(C)(C)C. Reaction SMILES: [C:10](=[O:11])([O:12][C:13]([CH3:14])([CH3:15])[CH3:16])[NH:17][CH2:18][C:19](=[O:20])[OH:21].[CH3:1][c:2]1[c:3]([NH2:4])[cH:5][cH:6][cH:7][c:8]1[Cl:9].[O:22]=[CH:23][N:24]([CH3:25])[CH3:26]>>[CH3:1][c:2]1[c:3]([NH:4][C:19]([CH2:18][NH:17][C:10](=[O:11])[O:12][C:13]([CH3:14])([CH3:15])[CH3:16])=[O:20])[cH:5][cH:6][cH:7][c:8]1[Cl:9]. Reactants: ClC1=C(C(=CC=C1)Cl)N1NC=C(C1=O)C(=O)OCC (ethyl 2-(2,6-dichlorophenyl)-3-oxo-2,3-dihydro-1H-pyrazole-4-carboxylate), FC(S(=O)(=O)OC)(F)F (methyl trifluoromethanesulfonate). The product is ClC1=C(C(=CC=C1)Cl)N1N(C=C(C1=O)C(=O)OCC)C (ethyl 2-(2,6-dichlorophenyl)-1-methyl-3-oxo-2,3-dihydro-1H-pyrazole-4-carboxylate). Isolated yield 87.0%. As a reaction SMILES: [Cl:1][C:2]1[CH:7]=[CH:6][CH:5]=[C:4]([Cl:8])[C:3]=1[N:9]1[C:13](=[O:14])[C:12]([C:15]([O:17][CH2:18][CH3:19])=[O:16])=[CH:11][NH:10]1.F[C:21](F)(F)S(OC)(=O)=O>>[Cl:1][C:2]1[CH:7]=[CH:6][CH:5]=[C:4]([Cl:8])[C:3]=1[N:9]1[C:13](=[O:14])[C:12]([C:15]([O:17][CH2:18][CH3:19])=[O:16])=[CH:11][N:10]1[CH3:21]. Procedure: In the same manner as in Reference Example 64 and using ethyl 2-(2,6-dichlorophenyl)-3-oxo-2,3-dihydro-1H-pyrazole-4-carboxylate (3.7 g, 12 mmol) and methyl trifluoromethanesulfonate (3 mL) as starting materials, the title compound (3.4 g, 87%) was obtained as a pale-yellow solid. Reactants: O=S1(N=C(NC2=C1C=CC=C2)C=2C(N(C1=CC=CC=C1C2O)N=C2CC(CCC2)C(F)(F)F)=O)=O (3-(1,1-dioxido-4H-1,2,4-benzothiadiazin-3-yl)-4-hydroxy-1-{[3-(trifluoromethyl)cyclohexylidene]amino}quinolin-2(1H)-one), CO (methanol), solution, [BH4-].[Li+] (lithium borohydride), Cl (hydrochloric acid). The solvent is O1CCCC1 (tetrahydrofuran), O1CCCC1 (tetrahydrofuran), O (water). Run at temperature 25 celsius, time 1 hour. Yields the product O=S1(N=C(NC2=C1C=CC=C2)C=2C(N(C1=CC=CC=C1C2O)NC2CC(CCC2)C(F)(F)F)=O)=O (3-(1,1-dioxido-4H-1,2,4-benzothiadiazin-3-yl)-4-hydroxy-1-{[3-(trifluoromethyl)cyclohexyl]amino}quinolin-2(1H)-one). Reaction SMILES: [O:1]=[S:2]1(=[O:35])[C:7]2[CH:8]=[CH:9][CH:10]=[CH:11][C:6]=2[NH:5][C:4]([C:12]2[C:13](=[O:34])[N:14]([N:23]=[C:24]3[CH2:29][CH2:28][CH2:27][CH:26]([C:30]([F:33])([F:32])[F:31])[CH2:25]3)[C:15]3[C:20]([C:21]=2[OH:22])=[CH:19][CH:18]=[CH:17][CH:16]=3)=[N:3]1.CO.[BH4-].[Li+].Cl>O1CCCC1.O>[O:35]=[S:2]1(=[O:1])[C:7]2[CH:8]=[CH:9][CH:10]=[CH:11][C:6]=2[NH:5][C:4]([C:12]2[C:13](=[O:34])[N:14]([NH:23][CH:24]3[CH2:29][CH2:28][CH2:27][CH:26]([C:30]([F:33])([F:31])[F:32])[CH2:25]3)[C:15]3[C:20]([C:21]=2[OH:22])=[CH:19][CH:18]=[CH:17][CH:16]=3)=[N:3]1 |f:2.3|. Procedure details: The product of Example 248A (0.103 g, 0.20 mmol) in tetrahydrofuran (2.0 mL) and methanol (0.015 mL, 0.42 mmol) at 0° C. was treated with dropwise addition of a 2.0M solution of lithium borohydride in tetrahydrofuran (0.15 mL, 0.30 mmol). The reaction was stirred at 25° C. for 1 hour, acidified with 1M hydrochloric acid to a pH of approximately 2-4, diluted with water, and the resulting precipitate was collected by filtration and dried. The crude product was chromatographed on silica gel with di...